Dataset: the Open Reaction Database (ORD), a public repository of structured organic reaction records. Task: describe an organic reaction: reactants, conditions, products, and yield Starting materials: [K+], O=[Mn](=O)(=O)[O-], [Na+], [OH-], Cc1cccc(B(O)O)c1. Product: O=C(O)c1cccc(B(O)O)c1. As a reaction SMILES: [K+:16].[Mn:11](=[O:12])([O-:13])(=[O:14])=[O:15].[Na+:18].[OH-:17].[c:1]1([CH3:10])[cH:2][c:3]([B:7]([OH:8])[OH:9])[cH:4][cH:5][cH:6]1>>[c:1]1([C:10]([OH:12])=[O:17])[cH:2][c:3]([B:7]([OH:8])[OH:9])[cH:4][cH:5][cH:6]1. The reactants are BrC(C(=O)OCC)CC (ethyl 2-bromobutyrate), COC1=CC=C(C=C1)S (4-methoxythiophenol). The product is C(C)OC(C(CC)SC1=CC=C(C=C1)OC)=O (2-(4-Methoxy-phenylsulfanyl)-butyric acid ethyl ester). RXN SMILES: Br[CH:2]([CH2:8][CH3:9])[C:3]([O:5][CH2:6][CH3:7])=[O:4].[CH3:10][O:11][C:12]1[CH:17]=[CH:16][C:15]([SH:18])=[CH:14][CH:13]=1>>[CH2:6]([O:5][C:3](=[O:4])[CH:2]([S:18][C:15]1[CH:16]=[CH:17][C:12]([O:11][CH3:10])=[CH:13][CH:14]=1)[CH2:8][CH3:9])[CH3:7]. Reported procedure: 2-(4-Methoxy-phenylsulfanyl)-butyric acid ethyl ester was prepared according to the general method as outlined in example 9. Starting from ethyl 2-bromobutyrate (10.71 g, 55 mmol) and 4-methoxythiophenol (7 g, 50 mmol), 5.19 g (40%); clear oil; MS: 255.2 (M+H)+. The reactants are COC1=CC=C2C=C([N+](=CC2=C1)[O-])C1=C(C=CC=C1)OC (7-Methoxy-3-(2-methoxyphenyl)isoquinoline-2-oxide), P(=O)(Cl)(Cl)Cl (phosphorus oxychloride). The product is ClC1=NC(=CC2=CC=C(C=C12)OC)C1=C(C=CC=C1)OC (1-Chloro-7-methoxy-3-(2-methoxyphenyl)isoquinoline). RXN SMILES: [CH3:1][O:2][C:3]1[CH:12]=[C:11]2[C:6]([CH:7]=[C:8]([C:14]3[CH:19]=[CH:18][CH:17]=[CH:16][C:15]=3[O:20][CH3:21])[N+:9]([O-])=[CH:10]2)=[CH:5][CH:4]=1.P(Cl)(Cl)([Cl:24])=O>>[Cl:24][C:10]1[C:11]2[C:6](=[CH:5][CH:4]=[C:3]([O:2][CH3:1])[CH:12]=2)[CH:7]=[C:8]([C:14]2[CH:19]=[CH:18][CH:17]=[CH:16][C:15]=2[O:20][CH3:21])[N:9]=1. Procedure: 7-Methoxy-3-(2-methoxyphenyl)isoquinoline-2-oxide (0.60 g) and phosphorus oxychloride (5 ml) were reacted at 110° C. for 2 hr. The reaction solution was concentrated, and to the resulting residue were added ethyl acetate and an aqueous saturated sodium bicarbonate. The resulting organic layer was washed with water and brine, and dried over magnesium sulfate. The solvent was evaporated, and the resulting residue was purified by silica gel column chromatography (ethyl acetate/hexane system), to gi...